From a dataset of the Open Reaction Database (ORD), a public repository of structured organic reaction records. describe an organic reaction: reactants, conditions, products, and yield As a reaction SMILES: Cl[C:2]1[C:3]2[CH:17]=[CH:16][C:15]([C:18]3[C:23]([C:24]([F:27])([F:26])[F:25])=[CH:22][CH:21]=[CH:20][N:19]=3)=[N:14][C:4]=2[N:5]=[C:6]([CH2:8][O:9][CH2:10][CH:11]([CH3:13])[CH3:12])[N:7]=1.Cl.[NH2:29][C:30]1[CH:35]=[CH:34][C:33]([C:36]([F:39])([F:38])[F:37])=[CH:32][N:31]=1.CC1(C)C2C(=C(P(C3C=CC=CC=3)C3C=CC=CC=3)C=CC=2)OC2C(P(C3C=CC=CC=3)C3C=CC=CC=3)=CC=CC1=2.C([O-])([O-])=O.[Cs+].[Cs+]>O1CCOCC1.C1C=CC(/C=C/C(/C=C/C2C=CC=CC=2)=O)=CC=1.C1C=CC(/C=C/C(/C=C/C2C=CC=CC=2)=O)=CC=1.C1C=CC(/C=C/C(/C=C/C2C=CC=CC=2)=O)=CC=1.[Pd].[Pd]>[CH2:10]([O:9][CH2:8][C:6]1[N:7]=[C:2]([NH:29][C:30]2[CH:35]=[CH:34][C:33]([C:36]([F:38])([F:37])[F:39])=[CH:32][N:31]=2)[C:3]2[CH:17]=[CH:16][C:15]([C:18]3[C:23]([C:24]([F:27])([F:26])[F:25])=[CH:22][CH:21]=[CH:20][N:19]=3)=[N:14][C:4]=2[N:5]=1)[CH:11]([CH3:13])[CH3:12] |f:1.2,4.5.6,8.9.10.11.12|. The reactants are ClC=1C2=C(N=C(N1)COCC(C)C)N=C(C=C2)C2=NC=CC=C2C(F)(F)F (4-chloro-2-isobutoxymethyl-7-(3-trifluoromethyl-pyridin-2-yl)-pyrido[2,3-d]pyrimidine), Cl.NC1=NC=C(C=C1)C(F)(F)F (2-amino-5-trifluoromethylpyridine hydrochloride), CC1(C2=C(C(=CC=C2)P(C3=CC=CC=C3)C4=CC=CC=C4)OC5=C(C=CC=C51)P(C6=CC=CC=C6)C7=CC=CC=C7)C (xantphos), C(=O)([O-])[O-].[Cs+].[Cs+] (Cs2CO3). The reagents and catalysts are C=1C=CC(=CC1)/C=C/C(=O)/C=C/C2=CC=CC=C2.C=1C=CC(=CC1)/C=C/C(=O)/C=C/C2=CC=CC=C2.C=1C=CC(=CC1)/C=C/C(=O)/C=C/C2=CC=CC=C2.[Pd].[Pd] (Pd2(dba)3). Reported procedure: Heat a mixture of 4-chloro-2-isobutoxymethyl-7-(3-trifluoromethyl-pyridin-2-yl)-pyrido[2,3-d]pyrimidine (79.2 mg, 0.2 mmol), 2-amino-5-trifluoromethylpyridine hydrochloride (39.6 mg, 0.2 mmol), xantphos (11.6 mg, 0.1 mmol), Pd2(dba)3 (18.3 mg, 0.1 mmol) and Cs2CO3 (130 mg, 0.4 mmol) in dioxane (2.0 mL) at 100° C. for 20 hours. Cool the mixture, concentrate under vacuum, dilute with water (5.0 mL), extract with EtOAc (3×3 mL) and dry with MgSO4. Filter the dried extract and concentrate under vacu... Solvent: O1CCOCC1 (dioxane). Yields the product C(C(C)C)OCC=1N=C(C2=C(N1)N=C(C=C2)C2=NC=CC=C2C(F)(F)F)NC2=NC=C(C=C2)C(F)(F)F ([2-Isobutoxymethyl-7-(3-trifluoromethyl-pyridin-2-yl)-pyrido[2,3-d]pyrimidin-4-yl]-(5-trifluoromethyl-pyridin-2-yl)-amine).